Dataset: the Open Reaction Database (ORD), a public repository of structured organic reaction records. Task: describe an organic reaction: reactants, conditions, products, and yield The reactants are CS(=O)(=O)Cl, CN(C)c1ccncc1, CC(O)(c1ccc(N2CCN(S(=O)(=O)c3cccs3)CC2CNC2CC2)cc1)C(F)(F)F, CCN(C(C)C)C(C)C, ClCCl. The product is CC(O)(c1ccc(N2CCN(S(=O)(=O)c3cccs3)CC2CN(C2CC2)S(C)(=O)=O)cc1)C(F)(F)F. Reaction SMILES: [CH3:33][S:34]([Cl:35])(=[O:36])=[O:37].[CH3:50][N:51]([CH3:52])[c:53]1[cH:54][cH:55][n:56][cH:57][cH:58]1.[CH:1]1([NH:4][CH2:5][CH:6]2[N:7]([c:20]3[cH:21][cH:22][c:23]([C:26]([C:27]([F:28])([F:29])[F:30])([CH3:31])[OH:32])[cH:24][cH:25]3)[CH2:8][CH2:9][N:10]([S:12](=[O:13])(=[O:14])[c:15]3[s:16][cH:17][cH:18][cH:19]3)[CH2:11]2)[CH2:2][CH2:3]1.[CH:38]([N:39]([CH2:40][CH3:41])[CH:42]([CH3:43])[CH3:44])([CH3:45])[CH3:46].[Cl:47][CH2:48][Cl:49]>>[CH:1]1([N:4]([CH2:5][CH:6]2[N:7]([c:20]3[cH:21][cH:22][c:23]([C:26]([C:27]([F:28])([F:29])[F:30])([CH3:31])[OH:32])[cH:24][cH:25]3)[CH2:8][CH2:9][N:10]([S:12](=[O:13])(=[O:14])[c:15]3[s:16][cH:17][cH:18][cH:19]3)[CH2:11]2)[S:34]([CH3:33])(=[O:36])=[O:37])[CH2:2][CH2:3]1. The reactants are [OH-].[Na+] (sodium hydroxide), CC=1C=C(C=CC1)C=1SC(=C(N1)C(=O)OC)C (methyl 2-(3-methylphenyl)-5-methyl-1,3-thiazole-4-carboxylate), Cl (hydrochloric acid). The solvent is CO (methanol). Product: CC=1C=C(C=CC1)C=1SC(=C(N1)C(=O)O)C (2-(3-methylphenyl)-5-methyl-1,3-thiazole-4-carboxylic acid). The yield is 106.0%. Reaction SMILES: [CH3:1][C:2]1[CH:3]=[C:4]([C:8]2[S:9][C:10]([CH3:17])=[C:11]([C:13]([O:15]C)=[O:14])[N:12]=2)[CH:5]=[CH:6][CH:7]=1.[OH-].[Na+].Cl>CO>[CH3:1][C:2]1[CH:3]=[C:4]([C:8]2[S:9][C:10]([CH3:17])=[C:11]([C:13]([OH:15])=[O:14])[N:12]=2)[CH:5]=[CH:6][CH:7]=1 |f:1.2|. Reported procedure: 0.2 g of methyl 2-(3-methylphenyl)-5-methyl-1,3-thiazole-4-carboxylate was dissolved in 10 ml methanol, 1 ml of 5N sodium hydroxide was added, and the mixture was heated under reflux for 1 hour. The reaction solution was ice-cooled and neutralized with 2N hydrochloric acid, followed by extracting with ethyl acetate. The organic layer was washed with brine, dried over anhydrous magnesium sulfate and evaporated, to give 0.2 g of 2-(3-methylphenyl)-5-methyl-1,3-thiazole-4-carboxylic acid.